This data is from the Open Reaction Database (ORD), a public repository of structured organic reaction records. The task is: describe an organic reaction: reactants, conditions, products, and yield Reactants: CO, [Na+], [OH-], COCC1OC(n2cnc3c(NCC(c4ccccc4)c4ccccc4)nc(CC#N)nc32)C(O)C1O. The product is COCC1OC(n2cnc3c(NCC(c4ccccc4)c4ccccc4)nc(CC(=O)O)nc32)C(O)C1O. As a reaction SMILES: [CH3:40][OH:41].[Na+:39].[OH-:38].[OH:1][CH:2]1[CH:3]([n:11]2[c:12]3[n:13][c:14]([CH2:35][C:36]#[N:37])[n:15][c:16]([NH:20][CH2:21][CH:22]([c:23]4[cH:24][cH:25][cH:26][cH:27][cH:28]4)[c:29]4[cH:30][cH:31][cH:32][cH:33][cH:34]4)[c:17]3[n:18][cH:19]2)[O:4][CH:5]([CH2:8][O:9][CH3:10])[CH:6]1[OH:7]>>[OH:1][CH:2]1[CH:3]([n:11]2[c:12]3[n:13][c:14]([CH2:35][C:36](=[O:38])[OH:41])[n:15][c:16]([NH:20][CH2:21][CH:22]([c:23]4[cH:24][cH:25][cH:26][cH:27][cH:28]4)[c:29]4[cH:30][cH:31][cH:32][cH:33][cH:34]4)[c:17]3[n:18][cH:19]2)[O:4][CH:5]([CH2:8][O:9][CH3:10])[CH:6]1[OH:7]. The reactants are O=C([O-])[O-], O=C(Cl)c1noc(-c2ccc(C(F)(F)F)cc2)c1Cl, ClCCl, [K+], [K+], Nc1cccc(O)c1. The product is O=C(Nc1cccc(O)c1)c1noc(-c2ccc(C(F)(F)F)cc2)c1Cl. As a reaction SMILES: [C:28](=[O:29])([O-:30])[O-:31].[Cl:1][c:2]1[c:3]([C:17](=[O:18])[Cl:19])[n:4][o:5][c:6]1-[c:7]1[cH:8][cH:9][c:10]([C:13]([F:14])([F:15])[F:16])[cH:11][cH:12]1.[Cl:34][CH2:35][Cl:36].[K+:32].[K+:33].[NH2:20][c:21]1[cH:22][cH:23][cH:24][c:25]([OH:26])[cH:27]1>>[Cl:1][c:2]1[c:3]([C:17](=[O:18])[NH:20][c:21]2[cH:22][cH:23][cH:24][c:25]([OH:26])[cH:27]2)[n:4][o:5][c:6]1-[c:7]1[cH:8][cH:9][c:10]([C:13]([F:14])([F:15])[F:16])[cH:11][cH:12]1. The reactants are C1(CC1)N1C=C(C(C2=C(C(=C(C(=C12)F)F)F)F)=O)C(=O)O (1-cyclopropyl-5,6,7,8-tetrafluoro-1,4-dihydro-4-oxoquinoline-3-carboxylic acid), C(=O)N1CCNCC1 (4-formylpiperazine). The solvent is N1=CC=CC=C1 (pyridine). Run at temperature 50 celsius, time 1 hour. Yields the product C1(CC1)N1C=C(C(C2=C(C(=C(C(=C12)F)N1CCN(CC1)C=O)F)F)=O)C(=O)O (1-cyclopropyl-5,6,8-trifluoro-7-(4-formyl-1-piperazinyl)-1,4-dihydro-4-oxoquinoline-3-carboxylic acid). Isolated yield 60.8%. As a reaction SMILES: [CH:1]1([N:4]2[C:13]3[C:8](=[C:9]([F:17])[C:10]([F:16])=[C:11](F)[C:12]=3[F:14])[C:7](=[O:18])[C:6]([C:19]([OH:21])=[O:20])=[CH:5]2)[CH2:3][CH2:2]1.[CH:22]([N:24]1[CH2:29][CH2:28][NH:27][CH2:26][CH2:25]1)=[O:23]>N1C=CC=CC=1>[CH:1]1([N:4]2[C:13]3[C:8](=[C:9]([F:17])[C:10]([F:16])=[C:11]([N:27]4[CH2:28][CH2:29][N:24]([CH:22]=[O:23])[CH2:25][CH2:26]4)[C:12]=3[F:14])[C:7](=[O:18])[C:6]([C:19]([OH:21])=[O:20])=[CH:5]2)[CH2:2][CH2:3]1. Procedure details: A mixture of 1-cyclopropyl-5,6,7,8-tetrafluoro-1,4-dihydro-4-oxoquinoline-3-carboxylic acid (2.0 g), 4-formylpiperazine (0.75 g), and pyridine (30 ml) was stirred at 50° C. for 1 hour. The reaction mixture was concentrated to dryness under reduced pressure. The residue was mixed with water and extracted with chloroform. The extract was dried, and chloroform was evaporated. Ethanol was added to the residue, and the precipitated crystals were collected by filtration. Recrystallization from chlorof...